This data is from the Open Reaction Database (ORD), a public repository of structured organic reaction records. The task is: describe an organic reaction: reactants, conditions, products, and yield The reactants are Cl.C1=C(C=CC2=CC=CC=C12)S(=O)(=O)N1CCNCC1 (1-(2-naphthalenesulfonyl)piperazine hydrochloride), O1CCOCC1 (dioxane), Cl.C(N)(=N)C1=CC=C(C(=O)Cl)C=C1 (4-amidinobenzoyl chloride hydrochloride). Solvent: C([O-])(O)=O.[Na+] (sodium bicarbonate). Conditions: time 30 minute. Product: C(N)(=N)C1=CC=C(C(=O)N2CCN(CC2)S(=O)(=O)C2=CC3=CC=CC=C3C=C2)C=C1 (1-(4-Amidino benzoyl)-4-(2-naphthalenesulfonyl)piperazine). Yield: 52.8%. As a reaction SMILES: Cl.[CH:2]1[C:11]2[C:6](=[CH:7][CH:8]=[CH:9][CH:10]=2)[CH:5]=[CH:4][C:3]=1[S:12]([N:15]1[CH2:20][CH2:19][NH:18][CH2:17][CH2:16]1)(=[O:14])=[O:13].O1CCOCC1.Cl.[C:28]([C:31]1[CH:39]=[CH:38][C:34]([C:35](Cl)=[O:36])=[CH:33][CH:32]=1)(=[NH:30])[NH2:29]>C(=O)(O)[O-].[Na+]>[C:28]([C:31]1[CH:39]=[CH:38][C:34]([C:35]([N:18]2[CH2:19][CH2:20][N:15]([S:12]([C:3]3[CH:4]=[CH:5][C:6]4[C:11](=[CH:10][CH:9]=[CH:8][CH:7]=4)[CH:2]=3)(=[O:14])=[O:13])[CH2:16][CH2:17]2)=[O:36])=[CH:33][CH:32]=1)(=[NH:29])[NH2:30] |f:0.1,3.4,5.6|. Reported procedure: To a solution of 1-(2-naphthalenesulfonyl)piperazine hydrochloride (313 mg) in sodium bicarbonate solution (20 ml)-dioxane (20 ml) was added 4-amidinobenzoyl chloride hydrochloride (219 mg) and the solution was stirred at room temperature for 30 minutes. The reaction solution was concentrated, to which were added dichloromethane and water. The organic layer was separated and extracted with 1 N hydrochloric acid. The extract was made alkaline with sodium hydroxide solution and the precipitate was... Starting materials: [N+](=O)([O-])[O-].[K+] (potassium nitrate), ice, 9, BrC1=CC=C2CCNCC2=C1 (7-bromo-1,2,3,4-tetrahydroisoquinoline), [OH-].[Na+] (sodium hydroxide). Run in S(O)(O)(=O)=O (sulfuric acid), three, S(O)(O)(=O)=O (sulfuric acid). Run at temperature -5 celsius. The product is BrC1=C(C=C2CCNCC2=C1)[N+](=O)[O-] (7-Bromo-6-nitro-1,2,3,4-tetrahydroisoquinoline). RXN SMILES: [Br:1][C:2]1[CH:11]=[C:10]2[C:5]([CH2:6][CH2:7][NH:8][CH2:9]2)=[CH:4][CH:3]=1.[N+:12]([O-])([O-:14])=[O:13].[K+].[OH-].[Na+]>S(=O)(=O)(O)O>[Br:1][C:2]1[CH:11]=[C:10]2[C:5]([CH2:6][CH2:7][NH:8][CH2:9]2)=[CH:4][C:3]=1[N+:12]([O-:14])=[O:13] |f:1.2,3.4|. Procedure: In a 5 liter three neck round bottom flask, 173 9 (0.813 mol) of 7-bromo-1,2,3,4-tetrahydroisoquinoline was dissolved carefully into 950 ml of concentrated sulfuric acid. The resulting solution was cooled to -5° C. and a solution of 82.7 g (0.816 mol) of potassium nitrate in 1 liter of concentrated sulfuric acid was added dropwise. After addition, the reaction was maintained at -5° C. for 15 minutes and poured onto 3 liters of ice. The resulting mixture was basffied to pH 14 with 50% sodium hydr... The reactants are CC(C)(C)OC(=O)NC1CCC(CC=O)CC1, CC(=O)O[BH-](OC(C)=O)OC(C)=O, CO, CC(Cl)Cl, Fc1ccc(OC2CCNCC2)cc1, [Na+]. Product: CC(C)(C)OC(=O)NC1CCC(CCN2CCC(Oc3ccc(F)cc3)CC2)CC1. Reaction SMILES: [C:15]([CH3:16])([CH3:17])([CH3:18])[O:19][C:20]([NH:21][CH:22]1[CH2:23][CH2:24][CH:25]([CH2:28][CH:29]=[O:30])[CH2:26][CH2:27]1)=[O:31].[C:36]([O:37][BH-:38]([O:39][C:40](=[O:41])[CH3:42])[O:43][C:44](=[O:45])[CH3:46])(=[O:47])[CH3:48].[CH3:50][OH:51].[Cl:32][CH:33]([Cl:34])[CH3:35].[F:1][c:2]1[cH:3][cH:4][c:5]([O:6][CH:7]2[CH2:8][CH2:9][NH:10][CH2:11][CH2:12]2)[cH:13][cH:14]1.[Na+:49]>>[F:1][c:2]1[cH:3][cH:4][c:5]([O:6][CH:7]2[CH2:8][CH2:9][N:10]([CH2:29][CH2:28][CH:25]3[CH2:24][CH2:23][CH:22]([NH:21][C:20]([O:19][C:15]([CH3:16])([CH3:17])[CH3:18])=[O:31])[CH2:27][CH2:26]3)[CH2:11][CH2:12]2)[cH:13][cH:14]1. The reactants are C1CCOC1, CC=C(C)C, CC(C)(C)O, CC(=O)Nc1nc(C)c(-c2ccc(C=O)o2)s1, [O-][Cl+][O-], [Na+], O. Product: CC(=O)Nc1nc(C)c(-c2ccc(C(=O)O)o2)s1. As a reaction SMILES: [CH2:32]1[O:33][CH2:34][CH2:35][CH2:36]1.[CH3:18][C:19](=[CH:20][CH3:21])[CH3:22].[CH3:27][C:28]([OH:29])([CH3:30])[CH3:31].[CH:1](=[O:2])[c:3]1[cH:4][cH:5][c:6](-[c:8]2[c:9]([CH3:17])[n:10][c:11]([NH:13][C:14]([CH3:15])=[O:16])[s:12]2)[o:7]1.[Cl+:23]([O-:24])[O-:25].[Na+:26].[OH2:37]>>[C:1](=[O:2])([c:3]1[cH:4][cH:5][c:6](-[c:8]2[c:9]([CH3:17])[n:10][c:11]([NH:13][C:14]([CH3:15])=[O:16])[s:12]2)[o:7]1)[OH:24]. As a reaction SMILES: [C:1]([CH2:2][C:3](=[O:4])[O:5][CH2:6][CH3:7])(=[O:8])[O:9][CH2:10][CH3:11].[CH2:35]1[CH2:36][CH2:37][NH:38][CH2:39][CH2:40]1.[Cl:12][c:13]1[cH:14][cH:15][c:16](-[c:19]2[cH:20][cH:21][c:22]([CH:24]=[O:25])[o:23]2)[cH:17][cH:18]1.[OH2:47].[OH:26][C:27]([c:28]1[cH:29][cH:30][cH:31][cH:32][cH:33]1)=[O:34].[cH:41]1[cH:42][cH:43][cH:44][cH:45][cH:46]1>>[C:1]([C:2]([C:3](=[O:4])[O:5][CH2:6][CH3:7])=[CH:24][c:22]1[cH:21][cH:20][c:19](-[c:16]2[cH:15][cH:14][c:13]([Cl:12])[cH:18][cH:17]2)[o:23]1)(=[O:8])[O:9][CH2:10][CH3:11]. Starting materials: CCOC(=O)CC(=O)OCC, C1CCNCC1, O=Cc1ccc(-c2ccc(Cl)cc2)o1, O, O=C(O)c1ccccc1, c1ccccc1. The product is CCOC(=O)C(=Cc1ccc(-c2ccc(Cl)cc2)o1)C(=O)OCC. The reactants are [OH-].[Na+] (sodium hydroxide), ClC1=C(C(=O)C2=C(SC(=C2)CC)N2C(=NN=C2C)CNC(=O)C=2N(C3=CC=CC=C3C2)CC(=O)OCC)C=CC=C1 (ethyl 2-(4-(3-(2-chlorobenzoyl)-5-ethylthiophen-2-yl)-5-methyl[1,2,4]triazol-3-ylmethylcarbamoyl)indole-1-acetate). The solvent is CO (Methanol). Reaction conditions: temperature 50 celsius, time 4 hour. Product: ClC1=C(C(=O)C2=C(SC(=C2)CC)N2C(=NN=C2C)CNC(=O)C=2N(C3=CC=CC=C3C2)CC(=O)O)C=CC=C1 (2-(4-(3-(2-chlorobenzoyl)-5-ethylthiophen-2-yl)-5-methyl[1,2,4]triazol-3-ylmethylcarbamoyl)indole-1-acetic acid). Isolated yield 68.2%. RXN SMILES: [OH-].[Na+].[Cl:3][C:4]1[CH:43]=[CH:42][CH:41]=[CH:40][C:5]=1[C:6]([C:8]1[CH:12]=[C:11]([CH2:13][CH3:14])[S:10][C:9]=1[N:15]1[C:19]([CH3:20])=[N:18][N:17]=[C:16]1[CH2:21][NH:22][C:23]([C:25]1[N:26]([CH2:34][C:35]([O:37]CC)=[O:36])[C:27]2[C:32]([CH:33]=1)=[CH:31][CH:30]=[CH:29][CH:28]=2)=[O:24])=[O:7]>CO>[Cl:3][C:4]1[CH:43]=[CH:42][CH:41]=[CH:40][C:5]=1[C:6]([C:8]1[CH:12]=[C:11]([CH2:13][CH3:14])[S:10][C:9]=1[N:15]1[C:19]([CH3:20])=[N:18][N:17]=[C:16]1[CH2:21][NH:22][C:23]([C:25]1[N:26]([CH2:34][C:35]([OH:37])=[O:36])[C:27]2[C:32]([CH:33]=1)=[CH:31][CH:30]=[CH:29][CH:28]=2)=[O:24])=[O:7] |f:0.1|. Procedure: Methanol (60 ml) and a 2M aqueous sodium hydroxide solution (7.0 ml) were added to ethyl 2-(4-(3-(2-chlorobenzoyl)-5-ethylthiophen-2-yl)-5-methyl[1,2,4]triazol-3-ylmethylcarbamoyl)indole-1-acetate (4.0 g), and the mixture was stirred at 50° C. for 30 minutes and at room temperature for 4 hours. Methanol was evaporated, and water and ethyl acetate were added. The aqueous layer was taken out, and citric acid was added to adjust the solution to pH 3. The solution was extracted with ethyl acetate. T... The reactants are CC(C)N(CC(O)COc1cccc2[nH]c(C(=O)O)cc12)C(=O)OC(C)(C)C, C(=NC1CCCCC1)=NC1CCCCC1, CCCCc1nc(Cl)c(CN)n1Cc1ccc(-c2ccccc2C(=O)OC)cc1, CN(C)C=O, On1nnc2ccccc21. Yields the product CCCCc1nc(Cl)c(CNC(=O)c2cc3c(OCC(O)CN(C(=O)OC(C)(C)C)C(C)C)cccc3[nH]2)n1Cc1ccc(-c2ccccc2C(=O)OC)cc1. As a reaction SMILES: [C:30]([CH3:31])([CH3:32])([CH3:33])[O:34][C:35](=[O:36])[N:37]([CH:38]([CH3:39])[CH3:40])[CH2:41][CH:42]([CH2:43][O:44][c:45]1[c:46]2[cH:47][c:48]([C:54](=[O:55])[OH:56])[nH:49][c:50]2[cH:51][cH:52][cH:53]1)[OH:57].[CH:68]1([N:69]=[C:70]=[N:71][CH:72]2[CH2:73][CH2:74][CH2:75][CH2:76][CH2:77]2)[CH2:78][CH2:79][CH2:80][CH2:81][CH2:82]1.[NH2:1][CH2:2][c:3]1[c:4]([Cl:29])[n:5][c:6]([CH2:25][CH2:26][CH2:27][CH3:28])[n:7]1[CH2:8][c:9]1[cH:10][cH:11][c:12](-[c:15]2[c:16]([C:21](=[O:22])[O:23][CH3:24])[cH:17][cH:18][cH:19][cH:20]2)[cH:13][cH:14]1.[O:83]=[CH:84][N:85]([CH3:86])[CH3:87].[OH:58][n:59]1[c:60]2[cH:61][cH:62][cH:63][cH:64][c:65]2[n:66][n:67]1>>[NH:1]([CH2:2][c:3]1[c:4]([Cl:29])[n:5][c:6]([CH2:25][CH2:26][CH2:27][CH3:28])[n:7]1[CH2:8][c:9]1[cH:10][cH:11][c:12](-[c:15]2[c:16]([C:21](=[O:22])[O:23][CH3:24])[cH:17][cH:18][cH:19][cH:20]2)[cH:13][cH:14]1)[C:54]([c:48]1[cH:47][c:46]2[c:45]([O:44][CH2:43][CH:42]([CH2:41][N:37]([C:35]([O:34][C:30]([CH3:31])([CH3:32])[CH3:33])=[O:36])[CH:38]([CH3:39])[CH3:40])[OH:57])[cH:53][cH:52][cH:51][c:50]2[nH:49]1)=[O:55]. Starting materials: CC(C)OCCOC1=NC(=C2N=C(N(C2=N1)C1OCCCC1)OC)N (2-({2-[(1-methylethyl)oxy]ethyl}oxy)-8-(methoxy)-9-(tetrahydro-2H-pyran-2-yl)-9H-purin-6-amine), FC(C(=O)O)(F)F (trifluoroacetic acid). Run in CO (methanol). Conditions: time 10 minute. Yields the product FC(C(=O)O)(F)F.CC(C)OCCOC1=NC(=C2N=C(NC2=N1)OC)N (2-({2-[(1-Methylethyl)oxy]ethyl}oxy)-8-(methoxy)-9H-purin-6-amine trifluoroacetate). As a reaction SMILES: [CH3:1][CH:2]([O:4][CH2:5][CH2:6][O:7][C:8]1[N:16]=[C:15]2[C:11]([N:12]=[C:13]([O:23][CH3:24])[N:14]2C2CCCCO2)=[C:10]([NH2:25])[N:9]=1)[CH3:3].[F:26][C:27]([F:32])([F:31])[C:28]([OH:30])=[O:29]>CO>[F:26][C:27]([F:32])([F:31])[C:28]([OH:30])=[O:29].[CH3:3][CH:2]([O:4][CH2:5][CH2:6][O:7][C:8]1[N:16]=[C:15]2[C:11]([N:12]=[C:13]([O:23][CH3:24])[NH:14]2)=[C:10]([NH2:25])[N:9]=1)[CH3:1] |f:3.4|. Procedure details: To 2-({2-[(1-methylethyl)oxy]ethyl}oxy)-8-(methoxy)-9-(tetrahydro-2H-pyran-2-yl)-9H-purin-6-amine (4.5 g, 14 mmol) in methanol (30 ml) was added trifluoroacetic acid (8 ml), stirred for 10 min and held at room temperature for 2 days. Filtered to give the crude product which was purified by preparative hplc (Gilson GX-281 instrument with YMC C18 5.0 um column (250×20 mm) eluting with water containing TFA (0.1%): acetonitrile 30-60%. This gave the title compound 2.1 g. Starting materials: S(O)(O)(=O)=O (sulfuric acid), chromic anhydride, S(O)(O)(=O)=O (sulfuric acid), COC1=CC=C(C=C1)C (p-methoxytoluene). Solvent: O (water), O (water). Conditions: temperature 35 celsius, time 5 hour. Yields the product COC=1C=CC(=CC1)C=O (anisaldehyde), COC1=CC=C(C=C1)C (p-methoxytoluene). RXN SMILES: S(=O)(=O)(O)[OH:2].[CH3:6][O:7][C:8]1[CH:13]=[CH:12][C:11]([CH3:14])=[CH:10][CH:9]=1>O>[CH3:6][O:7][C:8]1[CH:13]=[CH:12][C:11]([CH:14]=[O:2])=[CH:10][CH:9]=1.[CH3:6][O:7][C:8]1[CH:13]=[CH:12][C:11]([CH3:14])=[CH:10][CH:9]=1. Reported procedure: Into the same flask as in Example 1 are placed 400 ml of water, 86 g of sulfuric acid and 100 g of p-methoxytoluene, and the mixture is stirred. A 540 ml quantity of water, 54 g of chromic anhydride and 200 g of sulfuric acid are placed in a 1-liter beaker to prepare an oxidizing solution. The solution is slowly added dropwise to the mixture in the flask with stirring while maintaining the reaction temperature constantly at 35° C. After the whole solution has been added, the mixture is stirred f... Starting materials: COC(=O)C(Cc1c[nH]cn1)NC(C)C(=O)N1CCCC1C(=O)O, CC(N)C(=O)O, [CH3], c1c[nH]cn1. The product is CC(NC(Cc1c[nH]cn1)C(=O)O)C(=O)N1CCCC1C(=O)O. RXN SMILES: [CH3:1][O:2][C:3](=[O:4])[CH:5]([CH2:6][c:7]1[n:8][cH:9][nH:10][cH:11]1)[NH:12][CH:13]([CH3:14])[C:15](=[O:16])[N:17]1[CH:18]([C:19](=[O:20])[OH:21])[CH2:22][CH2:23][CH2:24]1.[CH3:30][CH:31]([C:32](=[O:33])[OH:34])[NH2:35].[CH3:36].[nH:25]1[cH:26][cH:27][n:28][cH:29]1>>[O:2]=[C:3]([OH:4])[CH:5]([CH2:6][c:7]1[n:8][cH:9][nH:10][cH:11]1)[NH:12][CH:13]([CH3:14])[C:15](=[O:16])[N:17]1[CH:18]([C:19](=[O:20])[OH:21])[CH2:22][CH2:23][CH2:24]1.